The task is: describe an organic reaction: reactants, conditions, products, and yield. This data is from the Open Reaction Database (ORD), a public repository of structured organic reaction records. Starting materials: O=C([O-])[O-], CC#N, Cl, Fc1c(N2CCNCC2)cccc1C(F)(F)F, CCCI, [K+], [K+]. Product: CCCN1CCN(c2cccc(C(F)(F)F)c2F)CC1. RXN SMILES: [C:18](=[O:19])([O-:20])[O-:21].[CH3:29][C:30]#[N:31].[ClH:28].[F:1][c:2]1[c:3]([N:12]2[CH2:13][CH2:14][NH:15][CH2:16][CH2:17]2)[cH:4][cH:5][cH:6][c:7]1[C:8]([F:9])([F:10])[F:11].[I:24][CH2:25][CH2:26][CH3:27].[K+:22].[K+:23]>>[F:1][c:2]1[c:3]([N:12]2[CH2:13][CH2:14][N:15]([CH2:25][CH2:26][CH3:27])[CH2:16][CH2:17]2)[cH:4][cH:5][cH:6][c:7]1[C:8]([F:9])([F:10])[F:11]. The reactants are BrC=1C=C2C(=CNC2=C(C1)C(=O)N)C1CC(S(CC1)(=O)=O)C1=CC=CC=C1 (5-Bromo-3-(1,1-dioxido-2-phenyltetrahydro-2H-thiopyran-4-yl)-1H-indole-7-carboxamide), [NH4+] (ammonium), O1CCOCC1 (1,4-Dioxane), O (Water). The reagents and catalysts are C1=CC=C(C=C1)P([C-]2C=CC=C2)C3=CC=CC=C3.C1=CC=C(C=C1)P([C-]2C=CC=C2)C3=CC=CC=C3.Cl[Pd]Cl.[Fe+2] (PdCl2(dppf)). Run in CS(=O)C (DMSO). Reaction conditions: time 5 minute. The product is O=S1(C(CC(CC1)C1=CNC2=C(C=C(C=C12)C1=CC=CC=C1)C(=O)N)C1=CC=CC=C1)=O ((racemic)-3-(1,1-dioxido-2-phenyltetrahydro-2H-thiopyran-4-yl)-5-phenyl-1H-indole-7-carboxamide). RXN SMILES: Br[C:2]1[CH:3]=[C:4]2[C:8](=[C:9]([C:11]([NH2:13])=[O:12])[CH:10]=1)[NH:7][CH:6]=[C:5]2[CH:14]1[CH2:19][CH2:18][S:17](=[O:21])(=[O:20])[CH:16]([C:22]2[CH:27]=[CH:26][CH:25]=[CH:24][CH:23]=2)[CH2:15]1.O1[CH2:33][CH2:32]OCC1.O.[NH4+]>CS(C)=O.C1C=CC(P(C2C=CC=CC=2)[C-]2C=CC=C2)=CC=1.C1C=CC(P(C2C=CC=CC=2)[C-]2C=CC=C2)=CC=1.Cl[Pd]Cl.[Fe+2]>[O:20]=[S:17]1(=[O:21])[CH2:18][CH2:19][CH:14]([C:5]2[C:4]3[C:8](=[C:9]([C:11]([NH2:13])=[O:12])[CH:10]=[C:2]([C:33]4[CH:32]=[CH:9][CH:10]=[CH:2][CH:3]=4)[CH:3]=3)[NH:7][CH:6]=2)[CH2:15][CH:16]1[C:22]1[CH:23]=[CH:24][CH:25]=[CH:26][CH:27]=1 |f:5.6.7.8|. Procedure: 5-Bromo-3-(1,1-dioxido-2-phenyltetrahydro-2H-thiopyran-4-yl)-1H-indole-7-carboxamide (100 mg, 0.224 mmol) was placed in a microwave vial and combined with 1,4-Dioxane (3 mL) and Water (1.5 mL). Argon was bubbled through the mixture for 10 mins, stirring and then PdCl2(dppf) (8.18 mg, 0.011 mmol) was added, and argon was bubbled another 10 mins. The vial was sealed and put under microwave 5 mins at 100° C. with high absorption parameter. The crude was evaporated to remove the most of the dioxane.... The reactants are O=C(O)COc1ccc(C23CC4CC(CC(C4)C2)C3)cc1, CCOC(=O)c1cccc(N)c1, CCN(C(C)C)C(C)C, CN(C)C=O, On1nnc2ccccc21. The product is CCOC(=O)c1cccc(NC(=O)COc2ccc(C34CC5CC(CC(C5)C3)C4)cc2)c1. RXN SMILES: [C:1]12([c:11]3[cH:12][cH:13][c:14]([O:15][CH2:16][C:17](=[O:18])[OH:19])[cH:20][cH:21]3)[CH2:2][CH:3]3[CH2:4][CH:5]([CH2:6][CH:7]([CH2:8]1)[CH2:9]3)[CH2:10]2.[CH2:22]([CH3:23])[O:24][C:25]([c:26]1[cH:27][c:28]([NH2:32])[cH:29][cH:30][cH:31]1)=[O:33].[CH:44]([N:45]([CH2:46][CH3:47])[CH:48]([CH3:49])[CH3:50])([CH3:51])[CH3:52].[O:53]=[CH:54][N:55]([CH3:56])[CH3:57].[OH:34][n:35]1[c:36]2[cH:37][cH:38][cH:39][cH:40][c:41]2[n:42][n:43]1>>[C:1]12([c:11]3[cH:12][cH:13][c:14]([O:15][CH2:16][C:17](=[O:18])[NH:32][c:28]4[cH:27][c:26]([C:25]([O:24][CH2:22][CH3:23])=[O:33])[cH:31][cH:30][cH:29]4)[cH:20][cH:21]3)[CH2:2][CH:3]3[CH2:4][CH:5]([CH2:6][CH:7]([CH2:8]1)[CH2:9]3)[CH2:10]2. Starting materials: Cl (HCl), COC(CC1=CSC2=C1C(=CC(=C2Cl)OCC=2C(=NC(=CC2)C(F)(F)F)C)Cl)=O (methyl(4,7-dichloro-6-((2-methyl-6-(trifluoromethyl)pyridin-3-yl)methoxy)-1-benzothiophen-3-yl)acetate), C1CCOC1 (THF), [OH-].[Na+] (NaOH). Run in CO (MeOH). Run at time 5 hour. Product: ClC1=CC(=C(C2=C1C(=CS2)CC(=O)O)Cl)OCC=2C(=NC(=CC2)C(F)(F)F)C ((4,7-Dichloro-6-((2-methyl-6-(trifluoromethyl)pyridin-3-yl)methoxy)-1-benzothiophen-3-yl)acetic acid). The yield is 80.0%. As a reaction SMILES: C[O:2][C:3](=[O:29])[CH2:4][C:5]1[C:9]2[C:10]([Cl:28])=[CH:11][C:12]([O:15][CH2:16][C:17]3[C:18]([CH3:27])=[N:19][C:20]([C:23]([F:26])([F:25])[F:24])=[CH:21][CH:22]=3)=[C:13]([Cl:14])[C:8]=2[S:7][CH:6]=1.C1COCC1.[OH-].[Na+].Cl>CO>[Cl:28][C:10]1[C:9]2[C:5]([CH2:4][C:3]([OH:29])=[O:2])=[CH:6][S:7][C:8]=2[C:13]([Cl:14])=[C:12]([O:15][CH2:16][C:17]2[C:18]([CH3:27])=[N:19][C:20]([C:23]([F:24])([F:26])[F:25])=[CH:21][CH:22]=2)[CH:11]=1 |f:2.3|. Procedure: To a mixture of methyl(4,7-dichloro-6-((2-methyl-6-(trifluoromethyl)pyridin-3-yl)methoxy)-1-benzothiophen-3-yl)acetate (124.5 mg), THF (dry) (2.0 mL), and MeOH (2.0 mL) was added 1N NaOH (0.804 mL) at room temperature. The mixture was stirred at room temperature for 5 h. The mixture was neutralized with 1N HCl and concentrated in vacuo. The precipitate was collected by filtration to give a solid. The solid was crystallized from EtOH-hexane to give the title compound (96.6 mg). Starting materials: CS(=O)(=O)Cl, CN(C)C=O, CC(=O)[O-], [Na+], O, CCC12CCC3C4CCC(=O)C=C4CCC3C1C(O)CC2=O, c1ccncc1. Yields the product CCC12CCC3C4CCC(=O)C=C4CCC3C1C=CC2=O. Reaction SMILES: [CH3:1][S:2](=[O:3])(=[O:4])[Cl:5].[CH3:28][N:29]([CH3:30])[CH:31]=[O:32].[CH3:34][C:35](=[O:36])[O-:37].[Na+:33].[OH2:44].[OH:6][CH:7]1[CH2:8][C:9](=[O:27])[C:10]2([CH2:11][CH3:12])[CH:13]1[CH:14]1[CH2:15][CH2:16][C:17]3=[CH:18][C:19](=[O:26])[CH2:20][CH2:21][CH:22]3[CH:23]1[CH2:24][CH2:25]2.[cH:38]1[cH:39][cH:40][n:41][cH:42][cH:43]1>>[CH:7]1=[CH:8][C:9](=[O:27])[C:10]2([CH2:11][CH3:12])[CH:13]1[CH:14]1[CH2:15][CH2:16][C:17]3=[CH:18][C:19](=[O:26])[CH2:20][CH2:21][CH:22]3[CH:23]1[CH2:24][CH2:25]2. Reactants: C(C)(=O)OC(C)=O (Acetic anhydride), Br (hydrobromic acid), FC(=CCCCCCCCCCCO)F (12,12-difluoro-11-dodecen-1-ol). As a reaction SMILES: [C:1]([O:4][C:5](=[O:7])[CH3:6])(=O)[CH3:2].[BrH:8].[F:9][C:10]([F:23])=[CH:11][CH2:12][CH2:13][CH2:14][CH2:15][CH2:16][CH2:17][CH2:18][CH2:19]CCO>>[C:5]([O:4][CH2:1][CH2:2][CH2:19][CH2:18][CH2:17][CH2:16][CH2:15][CH2:14][CH2:13][CH2:12][CH2:11][C:10]([Br:8])([F:23])[F:9])(=[O:7])[CH3:6]. Reaction conditions: temperature 100 celsius, time 3 hour. Reported procedure: Acetic anhydride, 37 ml, was added slowly dropwise to 10 ml of stirred 47% hydrobromic acid. Upon completion of addition, 10.0 grams (0.045 mole) of 12,12-difluoro-11-dodecen-1-ol (prepared in Example 5) was added dropwise. Following this addition the reaction mixture was warmed to 100° C. where it was stirred for three hours. The reaction mixture was cooled to ambient temperature and then was extracted with three 20 ml portions of methylene chloride. The combined extracts were in turn washed wi... The product is C(C)(=O)OCCCCCCCCCCCC(F)(F)Br (12-bromo-12,12-difluorododecanyl acetate). The reagents and catalysts are [Ni] (Raney-nickel). RXN SMILES: [CH3:1][O:2][C:3]1[CH:8]=[CH:7][C:6]([C:9]2[N:13]([CH:14]([CH3:16])[CH3:15])[C:12](SC)=[N:11][CH:10]=2)=[CH:5][CH:4]=1>[Ni].C(O)C>[CH3:1][O:2][C:3]1[CH:8]=[CH:7][C:6]([C:9]2[N:13]([CH:14]([CH3:16])[CH3:15])[CH:12]=[N:11][CH:10]=2)=[CH:5][CH:4]=1. The solvent is C(C)O (ethanol). Starting materials: COC1=CC=C(C=C1)C1=CN=C(N1C(C)C)SC (5-(4-methoxyphenyl)-1-(1-methylethyl)-2-(methylthio)-1H-imidazole). Product: COC1=CC=C(C=C1)C1=CN=CN1C(C)C (5-(4-methoxyphenyl)-1-(1-methylethyl)-1H-imidazole). Procedure: A mixture of 7.5 parts of 5-(4-methoxyphenyl)-1-(1-methylethyl)-2-(methylthio)-1H-imidazole, 10 parts of Raney-nickel catalyst and 80 parts of ethanol is stirred refluxed for 2 h. The catalyst is filtered off and another 10 parts of Raney-nickel catalyst is added. The whole is stirred for 2 hours at reflux temperature. The Raney-nickel catalyst is filtered off and the filtrate is evaporated, yielding 4 parts of 5-(4-methoxyphenyl)-1-(1-methylethyl)-1H-imidazole as a solid residue. Starting materials: CC#N, CCO, CN1CCNCC1, Clc1cncc(Cl)n1, Cl. Product: Cl, CN1CCN(c2cncc(Cl)n2)CC1. RXN SMILES: [CH3:17][C:18]#[N:19].[CH3:20][CH2:21][OH:22].[CH3:9][N:10]1[CH2:11][CH2:12][NH:13][CH2:14][CH2:15]1.[Cl:1][c:2]1[n:3][c:4]([Cl:8])[cH:5][n:6][cH:7]1.[ClH:16]>>[ClH:1].[c:2]1([N:13]2[CH2:12][CH2:11][N:10]([CH3:9])[CH2:15][CH2:14]2)[n:3][c:4]([Cl:8])[cH:5][n:6][cH:7]1.